This data is from the Open Reaction Database (ORD), a public repository of structured organic reaction records. The task is: describe an organic reaction: reactants, conditions, products, and yield The reactants are C(C)(C)N(CC)C(C)C (Diisopropylethylamine), Cl.Cl.N1C(=NC=C1)NC(CCCCCCCCCCCN)=O (12-Aminododecanoic acid (1H-imidazol-2-yl)amide dihydrochloride), I.NC=1C(=NC(=C(N1)N)Cl)C(=O)NC(SC)=N (1-(3,5-diamino-6-chloropyrazine-2-carbonyl)-2-methylisothiourea hydriodide). The solvent is C(C)O (ethanol). Conditions: temperature 70 celsius, time 10 minute. The product is N1C(=NC=C1)NC(CCCCCCCCCCCNC(=NC(=O)C1=NC(=C(N=C1N)N)Cl)N)=O (12-[N′-(3,5-diamino-6-chloropyrazine-2-carbonyl)guanidino]dodecanoic acid (1H-imidazol-2-yl)amide). The yield is 43.1%. RXN SMILES: C(N(C(C)C)CC)(C)C.Cl.Cl.[NH:12]1[CH:16]=[CH:15][N:14]=[C:13]1[NH:17][C:18](=[O:31])[CH2:19][CH2:20][CH2:21][CH2:22][CH2:23][CH2:24][CH2:25][CH2:26][CH2:27][CH2:28][CH2:29][NH2:30].I.[NH2:33][C:34]1[C:35]([C:42]([NH:44][C:45](=[NH:48])SC)=[O:43])=[N:36][C:37]([Cl:41])=[C:38]([NH2:40])[N:39]=1>C(O)C>[NH:12]1[CH:16]=[CH:15][N:14]=[C:13]1[NH:17][C:18](=[O:31])[CH2:19][CH2:20][CH2:21][CH2:22][CH2:23][CH2:24][CH2:25][CH2:26][CH2:27][CH2:28][CH2:29][NH:30][C:45]([NH2:48])=[N:44][C:42]([C:35]1[C:34]([NH2:33])=[N:39][C:38]([NH2:40])=[C:37]([Cl:41])[N:36]=1)=[O:43] |f:1.2.3,4.5|. Procedure details: Diisopropylethylamine (0.26 mL, 1.49 mmol) was added to a solution of 12-aminododecanoic acid (1H-imidazol-2-yl)amide dihydrochloride (14) (0.056 mg, 0.16 mmol) in absolute ethanol (5 mL). A white precipitate formed and the reaction was stirred at 70° C. for 10 min, then 1-(3,5-diamino-6-chloropyrazine-2-carbonyl)-2-methylisothiourea hydriodide (0.087 g, 0.22 mmol) was added in one portion. The reaction mixture was stirred at this temperature for 16 hours then cooled to room temperature. The sol... Reactants: FC(C1=CC=C(C(=N)N)C=C1)(F)F (4-trifluoromethylbenzamidine), C[O-].[Na+] (sodium methoxide), acetylaldehyde dimethylacetal. The product is CC1=NC(=NC=C1)C1=CC=C(C=C1)C(F)(F)F (4-methyl-2-(4-trifluoromethylphenyl)pyrimidine). Isolated yield 45.6%. Reaction SMILES: [F:1][C:2]([F:13])([F:12])[C:3]1[CH:11]=[CH:10][C:6]([C:7]([NH2:9])=[NH:8])=[CH:5][CH:4]=1.C[O-].[Na+]>>[CH3:5][C:4]1[CH:3]=[CH:2][N:9]=[C:7]([C:6]2[CH:10]=[CH:11][C:3]([C:2]([F:12])([F:13])[F:1])=[CH:4][CH:5]=2)[N:8]=1 |f:1.2|. Reported procedure: To a solution of 4-trifluoromethylbenzamidine (45 g) was added sodium methoxide (11.9 g) as a solid in portions, followed by acetylaldehyde dimethylacetal (34.3 g). The mixture was refluxed overnight, then filtered, the solvent evaporated from the filtrate under reduced pressure, and the residue was partitioned between methylene chloride and water, the organic layer separated, washed with brine, dried over sodium sulfate, the solvent evaporated under reduced pressure, and the residue flash-chrom...